describe an organic reaction: reactants, conditions, products, and yield From a dataset of the Open Reaction Database (ORD), a public repository of structured organic reaction records. Starting materials: Cl (HCl), CN1N=CC(=C1)C=1C=NC=2N(C1)N=CC2C2=CC=C(C(=O)OC)C=C2 (methyl 4-[6-(1-methyl-1H-pyrazol-4-yl)pyrazolo[1,5-a]pyrimidin-3-yl]benzoate), [OH-].[K+] (potassium hydroxide). Run in CO (methanol), CO (methanol). Conditions: temperature 60 celsius. The product is CN1N=CC(=C1)C=1C=NC=2N(C1)N=CC2C2=CC=C(C(=O)O)C=C2 (4-[6-(1-methyl-1H-pyrazol-4-yl)pyrazolo[1,5-a]pyrimidin-3-yl]benzoic acid). RXN SMILES: [CH3:1][N:2]1[CH:6]=[C:5]([C:7]2[CH:8]=[N:9][C:10]3[N:11]([N:13]=[CH:14][C:15]=3[C:16]3[CH:25]=[CH:24][C:19]([C:20]([O:22]C)=[O:21])=[CH:18][CH:17]=3)[CH:12]=2)[CH:4]=[N:3]1.[OH-].[K+].Cl>CO>[CH3:1][N:2]1[CH:6]=[C:5]([C:7]2[CH:8]=[N:9][C:10]3[N:11]([N:13]=[CH:14][C:15]=3[C:16]3[CH:25]=[CH:24][C:19]([C:20]([OH:22])=[O:21])=[CH:18][CH:17]=3)[CH:12]=2)[CH:4]=[N:3]1 |f:1.2|. Procedure: A solution of methyl 4-[6-(1-methyl-1H-pyrazol-4-yl)pyrazolo[1,5-a]pyrimidin-3-yl]benzoate (0.5 g, 1.5 mmol) in methanol (7.0 mL) was treated with 1M potassium hydroxide in methanol (6.0 mmol, 6.0 mL) and the resulting solution was heated to 60° C. for 48 hours. The reaction was cooled to room temperature and treated with conc. HCl and evaporated to dryness. The solids were washed with water, filtered and dried in vacuo to give 4-[6-(1-methyl-1H-pyrazol-4-yl)pyrazolo[1,5-a]pyrimidin-3-yl]benzoic... The reactants are C(Cl)(Cl)Cl (CHCl3), CC1(C2=C(C(=CC=C2)P(C3=CC=CC=C3)C4=CC=CC=C4)OC5=C(C=CC=C51)P(C6=CC=CC=C6)C7=CC=CC=C7)C (xanthphos), BrC1=NN2C(C(=CC=C2C(C)(C)O)C2=CC=C(C=C2)Cl)=N1 (2-[2-bromo-8-(4-chloro-phenyl)-[1,2,4]triazolo[1,5-a]pyridin-5-yl]-propan-2-ol), CC1=CC(=NC=N1)N1CCC(CC1)N (1-(6-methyl-pyrimidin-4-yl)-piperidin-4-ylamine), [O-]C1=CC=CC=C1.[Na+] (sodium phenoxide). The reagents and catalysts are C=1C=CC(=CC1)/C=C/C(=O)/C=C/C2=CC=CC=C2.C=1C=CC(=CC1)/C=C/C(=O)/C=C/C2=CC=CC=C2.C=1C=CC(=CC1)/C=C/C(=O)/C=C/C2=CC=CC=C2.[Pd].[Pd] (Pd2(dba)3). The solvent is O1CCOCC1 (1,4-dioxane). Conditions: temperature 160 celsius, time 5 minute. Yields the product ClC1=CC=C(C=C1)C=1C=2N(C(=CC1)C(C)(C)O)N=C(N2)NC2CCN(CC2)C2=NC=NC(=C2)C (2-{8-(4-Chloro-phenyl)-2-[1-(6-methyl-pyrimidin-4-yl)-piperidin-4-ylamino]-[1,2,4]triazolo[1,5-a]pyridin-5-yl}-propan-2-ol), solid. Yield: 13.0%. As a reaction SMILES: Br[C:2]1[N:21]=[C:5]2[C:6]([C:14]3[CH:19]=[CH:18][C:17]([Cl:20])=[CH:16][CH:15]=3)=[CH:7][CH:8]=[C:9]([C:10]([OH:13])([CH3:12])[CH3:11])[N:4]2[N:3]=1.[CH3:22][C:23]1[N:28]=[CH:27][N:26]=[C:25]([N:29]2[CH2:34][CH2:33][CH:32]([NH2:35])[CH2:31][CH2:30]2)[CH:24]=1.[O-]C1C=CC=CC=1.[Na+].C(Cl)(Cl)Cl.CC1(C)C2C(=C(P(C3C=CC=CC=3)C3C=CC=CC=3)C=CC=2)OC2C(P(C3C=CC=CC=3)C3C=CC=CC=3)=CC=CC1=2>O1CCOCC1.C1C=CC(/C=C/C(/C=C/C2C=CC=CC=2)=O)=CC=1.C1C=CC(/C=C/C(/C=C/C2C=CC=CC=2)=O)=CC=1.C1C=CC(/C=C/C(/C=C/C2C=CC=CC=2)=O)=CC=1.[Pd].[Pd]>[Cl:20][C:17]1[CH:18]=[CH:19][C:14]([C:6]2[C:5]3[N:4]([N:3]=[C:2]([NH:35][CH:32]4[CH2:33][CH2:34][N:29]([C:25]5[CH:24]=[C:23]([CH3:22])[N:28]=[CH:27][N:26]=5)[CH2:30][CH2:31]4)[N:21]=3)[C:9]([C:10]([OH:13])([CH3:12])[CH3:11])=[CH:8][CH:7]=2)=[CH:15][CH:16]=1 |f:2.3,7.8.9.10.11|. Procedure: A solution of 2-[2-bromo-8-(4-chloro-phenyl)-[1,2,4]triazolo[1,5-a]pyridin-5-yl]-propan-2-ol (42 mg, 0.11 mmol), 1-(6-methyl-pyrimidin-4-yl)-piperidin-4-ylamine (18 mg, 0.1 mmol) and sodium phenoxide (17 mg, 0.15 mmol) in dry 1,4-dioxane (6 mL) in a sealed tube was purged with argon for 10 minutes. Pd2(dba)3.CHCl3 (8 mg, 0.012 mmol) and xanthphos (2 mg) were added to the solution and degassing continued for another 5 minutes before the reaction mixture was heated to 160° C. for 15 hours. The rea... Starting materials: CCOCCS, CC(C)(C)[O-], [K+], C1CCOC1, S=C=S. Product: CCOCCSC(=S)[S-], [K+]. Reaction SMILES: [CH2:7]([CH3:8])[O:9][CH2:10][CH2:11][SH:12].[CH3:1][C:2]([CH3:3])([O-:4])[CH3:5].[K+:6].[O:16]1[CH2:17][CH2:18][CH2:19][CH2:20]1.[S:13]=[C:14]=[S:15]>>[CH2:7]([CH3:8])[O:9][CH2:10][CH2:11][S:12][C:14](=[S:13])[S-:15].[K+:6]. Starting materials: Cc1cccc2nc(SCc3ccc(C(=O)c4ccc(C(=O)O)cc4)cc3)n(C)c(=O)c12, CN1CCNCC1, CN(C)C=O. Yields the product Cc1cccc2nc(SCc3ccc(C(=O)c4ccc(C(=O)N5CCN(C)CC5)cc4)cc3)n(C)c(=O)c12. As a reaction SMILES: [C:1](=[O:2])([OH:3])[c:4]1[cH:5][cH:6][c:7]([C:8](=[O:9])[c:10]2[cH:11][cH:12][c:13]([CH2:14][S:15][c:16]3[n:17][c:18]4[cH:19][cH:20][cH:21][c:22]([CH3:28])[c:23]4[c:24](=[O:27])[n:25]3[CH3:26])[cH:29][cH:30]2)[cH:31][cH:32]1.[CH3:33][N:34]1[CH2:35][CH2:36][NH:37][CH2:38][CH2:39]1.[O:40]=[CH:41][N:42]([CH3:43])[CH3:44]>>[C:1](=[O:2])([c:4]1[cH:5][cH:6][c:7]([C:8](=[O:9])[c:10]2[cH:11][cH:12][c:13]([CH2:14][S:15][c:16]3[n:17][c:18]4[cH:19][cH:20][cH:21][c:22]([CH3:28])[c:23]4[c:24](=[O:27])[n:25]3[CH3:26])[cH:29][cH:30]2)[cH:31][cH:32]1)[N:37]1[CH2:36][CH2:35][N:34]([CH3:33])[CH2:39][CH2:38]1. The reactants are C(C)OC=1C(C(C1OCC)=O)=O (3,4-diethoxy-3-cyclobuten-1,2-dione), BrC=1C=C(N)C=CC1 (3-bromoaniline), BrC=1C=C(N)C=CC1 (3-bromoaniline). The solvent is C(C)O (ethyl alcohol). Run at time 20 hour. Yields the product BrC=1C=C(C=CC1)NC=1C(C(C1OCC)=O)=O (3-(3-Bromophenylamino)-4-ethoxy-3-cyclobuten-1,2-dione). RXN SMILES: C(O[C:4]1[C:5](=[O:12])[C:6](=[O:11])[C:7]=1[O:8][CH2:9][CH3:10])C.[Br:13][C:14]1[CH:15]=[C:16]([CH:18]=[CH:19][CH:20]=1)[NH2:17]>C(O)C>[Br:13][C:14]1[CH:15]=[C:16]([NH:17][C:4]2[C:5](=[O:12])[C:6](=[O:11])[C:7]=2[O:8][CH2:9][CH3:10])[CH:18]=[CH:19][CH:20]=1. Procedure: 1.7 g of 3,4-diethoxy-3-cyclobuten-1,2-dione in 25 mL of absolute ethyl alcohol was added 1.7g of 3-bromoaniline, the reaction mixture was stirred at room temperature for 20 hours, then 0.4 g of 3-bromoaniline was added and the reaction mixture was stirred for 48 hours. Reactants: FC(OC1=C(C=CC=C1)S(=O)(=O)N=C=O)F (2-difluoromethoxybenzenesulfonylisocyanate), NC1=NC(=NC(=N1)C1CC1)OC (2-amino-4-cyclopropyl-6-methoxy-1,3,5-triazine). Run in C(Cl)Cl (methylene chloride). Run at time 70 hour. Product: C1(CC1)C1=NC(=NC(=N1)OC)NC(=O)NS(=O)(=O)C1=C(C=CC=C1)OC(F)F (N-(4-cyclopropyl-6-methoxy-1,3,5-triazin-2-yl)-N'-(2-difluoromethoxybenzenesulfonyl)urea). As a reaction SMILES: [F:1][CH:2]([F:16])[O:3][C:4]1[CH:9]=[CH:8][CH:7]=[CH:6][C:5]=1[S:10]([N:13]=[C:14]=[O:15])(=[O:12])=[O:11].[NH2:17][C:18]1[N:23]=[C:22]([CH:24]2[CH2:26][CH2:25]2)[N:21]=[C:20]([O:27][CH3:28])[N:19]=1>C(Cl)Cl>[CH:24]1([C:22]2[N:21]=[C:20]([O:27][CH3:28])[N:19]=[C:18]([NH:17][C:14]([NH:13][S:10]([C:5]3[CH:6]=[CH:7][CH:8]=[CH:9][C:4]=3[O:3][CH:2]([F:1])[F:16])(=[O:12])=[O:11])=[O:15])[N:23]=2)[CH2:26][CH2:25]1. Reported procedure: 3.75 g of 2-difluoromethoxybenzenesulfonylisocyanate are added to a solution of 2.5 g of 2-amino-4-cyclopropyl-6-methoxy-1,3,5-triazine in 15 ml of methylene chloride, and the mixture is stirred for 70 hours at room temperature. It is then concentrated by evaporation, and 25 ml of ether are added to the residue. A crystalline precipitate occurs, which is filtered off. The yield is 4.7 g of the above urea, which melts at 121°-124° C.